describe an organic reaction: reactants, conditions, products, and yield From a dataset of the Open Reaction Database (ORD), a public repository of structured organic reaction records. Starting materials: CC1(C)C(C(=O)O)C12C=Cc1ccccc12, [Cl-], N#C[K], O=Cc1cccc(Oc2ccccc2)c1, O. Yields the product CC1(C)C(C(=O)OC(C#N)c2cccc(Oc3ccccc3)c2)C12C=Cc1ccccc12. Reaction SMILES: [CH3:17][C:18]1([CH3:32])[CH:19]([C:29](=[O:30])[OH:31])[C:20]12[CH:21]=[CH:22][c:23]1[cH:24][cH:25][cH:26][cH:27][c:28]12.[Cl-:16].[K:33][C:34]#[N:35].[O:1]([c:2]1[cH:3][cH:4][cH:5][cH:6][cH:7]1)[c:8]1[cH:9][c:10]([CH:11]=[O:12])[cH:13][cH:14][cH:15]1.[OH2:36]>>[O:1]([c:2]1[cH:3][cH:4][cH:5][cH:6][cH:7]1)[c:8]1[cH:9][c:10]([CH:11]([O:12][C:29]([CH:19]2[C:18]([CH3:17])([CH3:32])[C:20]23[CH:21]=[CH:22][c:23]2[cH:24][cH:25][cH:26][cH:27][c:28]23)=[O:30])[C:34]#[N:35])[cH:13][cH:14][cH:15]1. Reactants: COC1=NC(=NC(=C1)OC)N1CC2CNCC2C1 (2-(4,6-Dimethoxy-pyrimidin-2-yl)-octahydro-pyrrolo[3,4-c]pyrrole), FC=1C=CC(=C(C(=O)O)C1)N1N=CC=N1 (5-Fluoro-2-[1,2,3]triazol-2-yl-benzoic acid). Yields the product COC1=NC(=NC(=C1)OC)N1CC2CN(CC2C1)C(=O)C1=C(C=CC(=C1)F)N1N=CC=N1 (2-(4,6-Dimethoxypyrimidin-2-yl)-5-{[5-fluoro-2-(2H-1,2,3-triazol-2-yl)phenyl]carbonyl}octahydropyrrolo[3,4-c]pyrrole). As a reaction SMILES: [CH3:1][O:2][C:3]1[CH:8]=[C:7]([O:9][CH3:10])[N:6]=[C:5]([N:11]2[CH2:18][CH:17]3[CH:13]([CH2:14][NH:15][CH2:16]3)[CH2:12]2)[N:4]=1.[F:19][C:20]1[CH:21]=[CH:22][C:23]([N:29]2[N:33]=[CH:32][CH:31]=[N:30]2)=[C:24]([CH:28]=1)[C:25](O)=[O:26]>>[CH3:1][O:2][C:3]1[CH:8]=[C:7]([O:9][CH3:10])[N:6]=[C:5]([N:11]2[CH2:18][CH:17]3[CH:13]([CH2:14][N:15]([C:25]([C:24]4[CH:28]=[C:20]([F:19])[CH:21]=[CH:22][C:23]=4[N:29]4[N:33]=[CH:32][CH:31]=[N:30]4)=[O:26])[CH2:16]3)[CH2:12]2)[N:4]=1. Reported procedure: The title compound was prepared in a manner analogous to Example 15 utilizing Intermediate 39 and Intermediate 1. MS (ESI) mass calcd. for C22H22FN7O3, 439.18; m/z found, 440.1 [M+H]+. 1H NMR (CDCl3): 7.89 (dd, J=8.9, 4.7 Hz, 1H), 7.66 (s, 1H), 7.25-7.01 (m, 2H), 5.32 (s, 1H), 3.77 (m, 8H), 3.67-3.54 (m, 2H), 3.52-3.26 (m, 3H), 3.01-2.78 (m, 3H).